Dataset: the Open Reaction Database (ORD), a public repository of structured organic reaction records. Task: describe an organic reaction: reactants, conditions, products, and yield The reactants are O1C(CCCC1)COS(=O)(=O)C1=CC=C(C=C1)C (toluene-4-sulfonic acid tetrahydro-pyran-2-ylmethyl ester), C1(CC1)N (cyclopropylamine). Run at temperature 110 celsius. Product: C1(CC1)NCC1OCCCC1 (Cyclopropyl-(tetrahydro-pyran-2-ylmethyl)-amine). Reaction SMILES: [O:1]1[CH2:6][CH2:5][CH2:4][CH2:3][CH:2]1[CH2:7]OS(C1C=CC(C)=CC=1)(=O)=O.[CH:19]1([NH2:22])[CH2:21][CH2:20]1>>[CH:19]1([NH:22][CH2:7][CH:2]2[CH2:3][CH2:4][CH2:5][CH2:6][O:1]2)[CH2:21][CH2:20]1. Reported procedure: A mixture of toluene-4-sulfonic acid tetrahydro-pyran-2-ylmethyl ester (500 mg, 1.85 mmol) and cyclopropylamine (2 mL, 15 mmol) is heated overnight at 110° C. in a sealed tube. The crude mixture is concentrated and taken up in CH2Cl2. Water is added, the layers are separated and the aqueous one back extracted twice with CH2Cl2. The combined organic extracts are washed with brine, dried over Na2SO4, filtered and concentrated. TLC, Rf (CH2Cl2/MeOH 95:5)=0.3, MS (LC-MS): 156.2 [M+H]+. Reactants: CCCC[N+](CCCC)(CCCC)CCCC, CNC, CCN(C(C)C)C(C)C, Cn1cc(-c2ccncc2)c(-c2ccc(OCc3cc(Cl)c4ccccc4n3)cc2)n1, [Cs+], [F-], [I-], C1CCOC1. Product: CN(C)c1cc(COc2ccc(-c3nn(C)cc3-c3ccncc3)cc2)nc2ccccc12. Reaction SMILES: [CH2:52]([N+:53]([CH2:54][CH2:55][CH2:56][CH3:57])([CH2:58][CH2:59][CH2:60][CH3:61])[CH2:62][CH2:63][CH2:64][CH3:65])[CH2:66][CH2:67][CH3:68].[CH3:32][NH:33][CH3:34].[CH:37]([N:38]([CH:39]([CH3:40])[CH3:41])[CH2:42][CH3:43])([CH3:44])[CH3:45].[Cl:1][c:2]1[cH:3][c:4]([CH2:12][O:13][c:14]2[cH:15][cH:16][c:17](-[c:20]3[n:21][n:22]([CH3:31])[cH:23][c:24]3-[c:25]3[cH:26][cH:27][n:28][cH:29][cH:30]3)[cH:18][cH:19]2)[n:5][c:6]2[cH:7][cH:8][cH:9][cH:10][c:11]12.[Cs+:36].[F-:35].[I-:51].[O:46]1[CH2:47][CH2:48][CH2:49][CH2:50]1>>[c:2]1([N:33]([CH3:32])[CH3:34])[cH:3][c:4]([CH2:12][O:13][c:14]2[cH:15][cH:16][c:17](-[c:20]3[n:21][n:22]([CH3:31])[cH:23][c:24]3-[c:25]3[cH:26][cH:27][n:28][cH:29][cH:30]3)[cH:18][cH:19]2)[n:5][c:6]2[cH:7][cH:8][cH:9][cH:10][c:11]12.